This data is from the Open Reaction Database (ORD), a public repository of structured organic reaction records. The task is: describe an organic reaction: reactants, conditions, products, and yield Starting materials: C(C1=CC=CC=C1)N (benzylamine), [S-]C#N.[K+] (potassium thiocyanate), BrCC(=O)C1(CC2=CC=C(C=C2C1)F)CC (2-bromo-1-(2-ethyl-5-fluoro-indan-2-yl)-ethanone), C(C1=CC=CC=C1)N (benzylamine). Solvent: C(C)O (ethanol), C(C)O (ethanol). Yields the product C(C1=CC=CC=C1)N1C(=NC=C1C1(CC2=CC=C(C=C2C1)F)CC)S (1-benzyl-5-(2-ethyl-5-fluro-indan-2-yl)-imidazole-2-thiol). Yield: 94.4%. Reaction SMILES: Br[CH2:2][C:3]([C:5]1([CH2:15][CH3:16])[CH2:13][C:12]2[C:7](=[CH:8][CH:9]=[C:10]([F:14])[CH:11]=2)[CH2:6]1)=O.[CH2:17]([NH2:24])[C:18]1[CH:23]=[CH:22][CH:21]=[CH:20][CH:19]=1.[S-:25][C:26]#[N:27].[K+]>C(O)C>[CH2:17]([N:24]1[C:3]([C:5]2([CH2:15][CH3:16])[CH2:13][C:12]3[C:7](=[CH:8][CH:9]=[C:10]([F:14])[CH:11]=3)[CH2:6]2)=[CH:2][N:27]=[C:26]1[SH:25])[C:18]1[CH:23]=[CH:22][CH:21]=[CH:20][CH:19]=1 |f:2.3|. Procedure details: 1.62 g of 2-bromo-1-(2-ethyl-5-fluoro-indan-2-yl)-ethanone was dissolved in 25 ml of ethanol in a glass round-bottomed flask equipped with a mechanical stirrer, a thermometer and a dropping funnel. The reaction mixture was heated to reflux temperature while stirring. 0.366 g of benzylamine dissolved in 5 ml ethanol was added slowly in a drop-wise fashion to the solution. After the addition of benzylamine the mixture was refluxed for one hour. 0.330 g of potassium thiocyanate was added portionwis... Reactants: alcohol potassium hydroxide, C,H,N,Cl, ClC1=C2C(=CC=3C(=NOC31)CC)CC(O2)C(=O)OCC (ETHYL 8-CHLORO-5,6-DIHYDRO-3-ETHYLFURO[3,2-f]-1,2-BENZISOXAZOLE-6-CARBOXYLATE), O1CCCC1.CCCCCC (tetrahydrofuran hexane). Run in C(C)O (ethanol), O (water). Product: ClC1=C2C(=CC=3C(=NOC31)CC)CC(O2)C(=O)O (8-CHLORO-5,6-DIHYDRO-3-ETHYLFURO[3,2-f]-1,2-BENZISOXAZOLE-6-CARBOXYLIC ACID). Yield: 74.8%. RXN SMILES: [Cl:1][C:2]1[C:10]2[O:9][N:8]=[C:7]([CH2:11][CH3:12])[C:6]=2[CH:5]=[C:4]2[CH2:13][CH:14]([C:16]([O:18]CC)=[O:17])[O:15][C:3]=12.O1CCCC1.CCCCCC>C(O)C.O>[Cl:1][C:2]1[C:10]2[O:9][N:8]=[C:7]([CH2:11][CH3:12])[C:6]=2[CH:5]=[C:4]2[CH2:13][CH:14]([C:16]([OH:18])=[O:17])[O:15][C:3]=12 |f:1.2|. Reported procedure: Ester 7b was dissolved in minimal absolute ethanol and treated with excess alcohol potassium hydroxide at room temperature for 20 minutes, then diluted with water. Work-up as in the previous example and recrystallization from tetrahydrofuran/hexane gave white crystals, m.p. 213°-215° C., in 74.8% yield. Anal. (C12H10ClNO4) C,H,N,Cl.